This data is from the Open Reaction Database (ORD), a public repository of structured organic reaction records. The task is: describe an organic reaction: reactants, conditions, products, and yield Starting materials: C([O-])([O-])=O.[Na+].[Na+] (Sodium carbonate), OO (hydrogen peroxide), CCOCC (ether), O(C1=CC=CC=C1)C1=C(C(=NOC)C#N)C=CC=C1 (2-Phenoxy-α-methoxyiminobenzyl cyanide). Reagents/catalysts: [Br-].C(CCC)[N+](CCCC)(CCCC)CCCC (tetra-n-butylammonium bromide). Solvent: CC(=O)C (acetone). Yields the product O(C1=CC=CC=C1)C1=C(C=CC=C1)C(C(=O)N)=NOC (2-(2-phenoxyphenyl)-2-methoxyiminoacetamide). Yield: 455.1%. Reaction SMILES: [O:1]([C:8]1[CH:19]=[CH:18][CH:17]=[CH:16][C:9]=1[C:10]([C:14]#[N:15])=[N:11][O:12][CH3:13])[C:2]1[CH:7]=[CH:6][CH:5]=[CH:4][CH:3]=1.C(=O)([O-])[O-:21].[Na+].[Na+].OO.CCOCC>CC(C)=O.[Br-].C([N+](CCCC)(CCCC)CCCC)CCC>[O:1]([C:8]1[CH:19]=[CH:18][CH:17]=[CH:16][C:9]=1[C:10](=[N:11][O:12][CH3:13])[C:14]([NH2:15])=[O:21])[C:2]1[CH:3]=[CH:4][CH:5]=[CH:6][CH:7]=1 |f:1.2.3,7.8|. Procedure: 2-Phenoxy-α-methoxyiminobenzyl cyanide (E/Z=21/79)(1.26 g, 5 mmol) was dissolved in acetone (5 ml). Sodium carbonate (0.11 g, 1 mmol), tetra-n-butylammonium bromide (0.08 g, 0.25 mmol), 30% aqueous hydrogen peroxide solution (1.13 g, 10 mmol) were added, and the mixture was heated under reflux for 5 hours. After completion of the reaction, ether (50 ml) was added. The mixture was washed with a saturated aqueous solution of sodium thiosulfate, water and saturated brine, and dried over anhydrous m... Starting materials: Cc1cnc(Cl)cc1C(C)(C)O[SiH2]C(C)(C)C, N=C(c1ccccc1)c1ccccc1, Cc1ccccc1, CC(C)(C)[O-], CCOCC, NO, [Na+], O=C(C=Cc1ccccc1)C=Cc1ccccc1, O=C(C=Cc1ccccc1)C=Cc1ccccc1, O=C(C=Cc1ccccc1)C=Cc1ccccc1, [Pd], [Pd]. The product is Cc1cnc(N)cc1C(C)(C)O[SiH2]C(C)(C)C. RXN SMILES: [C:1]([CH3:2])([CH3:3])([CH3:4])[SiH2:5][O:6][C:7]([c:8]1[cH:9][c:10]([Cl:15])[n:11][cH:12][c:13]1[CH3:14])([CH3:16])[CH3:17].[C:24]([c:25]1[cH:26][cH:27][cH:28][cH:29][cH:30]1)([c:31]1[cH:32][cH:33][cH:34][cH:35][cH:36]1)=[NH:37].[CH3:101][c:102]1[cH:103][cH:104][cH:105][cH:106][cH:107]1.[CH3:18][C:19]([CH3:20])([O-:21])[CH3:22].[CH3:40][CH2:41][O:42][CH2:43][CH3:44].[NH2:38][OH:39].[Na+:23].[O:47]=[C:48]([CH:49]=[CH:50][c:51]1[cH:52][cH:53][cH:54][cH:55][cH:56]1)[CH:57]=[CH:58][c:59]1[cH:60][cH:61][cH:62][cH:63][cH:64]1.[O:65]=[C:66]([CH:67]=[CH:68][c:69]1[cH:70][cH:71][cH:72][cH:73][cH:74]1)[CH:75]=[CH:76][c:77]1[cH:78][cH:79][cH:80][cH:81][cH:82]1.[O:83]=[C:84]([CH:85]=[CH:86][c:87]1[cH:88][cH:89][cH:90][cH:91][cH:92]1)[CH:93]=[CH:94][c:95]1[cH:96][cH:97][cH:98][cH:99][cH:100]1.[Pd:45].[Pd:46]>>[C:1]([CH3:2])([CH3:3])([CH3:4])[SiH2:5][O:6][C:7]([c:8]1[cH:9][c:10]([NH2:37])[n:11][cH:12][c:13]1[CH3:14])([CH3:16])[CH3:17]. Starting materials: C(CCCC)[C@@H]1CC[C@H](CC1)CC(=O)Cl (trans-4-n-pentylcyclohexyl acetyl chloride), Cl (hydrochloric acid), C(C)C1=CC(=C(C=C1)C1=CC=CC=C1)F (4-Ethyl-2-fluorobiphenyl), [Cl-].[Cl-].[Cl-].[Al+3] (aluminium trichloride). The solvent is ClCCl (dichloromethane), ClCCl (dichloromethane). Reaction conditions: time 2 hour. The product is C(CCCC)[C@@H]1CC[C@H](CC1)CC(=O)C1=CC=C(C=C1)C1=C(C=C(C=C1)CC)F (4-(trans-4-n-pentylcyclohexylacetyl)-2'-fluoro-4'-ethylbiphenyl). Yield: 51.5%. Reaction SMILES: [CH2:1]([C:3]1[CH:8]=[CH:7][C:6]([C:9]2[CH:14]=[CH:13][CH:12]=[CH:11][CH:10]=2)=[C:5]([F:15])[CH:4]=1)[CH3:2].[Cl-].[Cl-].[Cl-].[Al+3].[CH2:20]([C@H:25]1[CH2:30][CH2:29][C@H:28]([CH2:31][C:32](Cl)=[O:33])[CH2:27][CH2:26]1)[CH2:21][CH2:22][CH2:23][CH3:24].Cl>ClCCl>[CH2:20]([C@H:25]1[CH2:26][CH2:27][C@H:28]([CH2:31][C:32]([C:12]2[CH:11]=[CH:10][C:9]([C:6]3[CH:7]=[CH:8][C:3]([CH2:1][CH3:2])=[CH:4][C:5]=3[F:15])=[CH:14][CH:13]=2)=[O:33])[CH2:29][CH2:30]1)[CH2:21][CH2:22][CH2:23][CH3:24] |f:1.2.3.4|. Reported procedure: 4-Ethyl-2-fluorobiphenyl (13.0 gram) was added in one portion to a stirred suspension of aluminium trichloride (9.54 gram) in dichloromethane (30 ml), followed by a solution of trans-4-n-pentylcyclohexyl acetyl chloride (15 gram) in dichloromethane (30 ml), added dropwise over 30 minutes. After stirring at room temperature for 31/2 hours, the reaction mixture was poured onto ice (250 gram) and hydrochloric acid (25 ml) and the product was extracted with 350 ml and 250 ml portions of petroleum et... Starting materials: FC1=C(C=CC(=C1)F)[N+](=O)[O-] (2,4-difluoronitrobenzene), C(C)OC(C(C(=O)OCC)C)=O (diethylmethylmalonate), CN(C=O)C (dimethylformamide), [OH-].[Na+] (sodium hydroxide). Run in O (water). Product: FC=1C=C(C=CC1[N+](=O)[O-])C(C(=O)OCC)(C(=O)OCC)C (Diethyl 2-(3-fluoro-4-nitrophenyl)-2-methylmalonate). RXN SMILES: [F:1][C:2]1[CH:7]=[C:6](F)[CH:5]=[CH:4][C:3]=1[N+:9]([O-:11])=[O:10].[CH2:12]([O:14][C:15](=[O:23])[CH:16]([CH3:22])[C:17]([O:19][CH2:20][CH3:21])=[O:18])[CH3:13].CN(C)C=O.[OH-].[Na+]>O>[F:1][C:2]1[CH:7]=[C:6]([C:16]([CH3:22])([C:15]([O:14][CH2:12][CH3:13])=[O:23])[C:17]([O:19][CH2:20][CH3:21])=[O:18])[CH:5]=[CH:4][C:3]=1[N+:9]([O-:11])=[O:10] |f:3.4|. Procedure: A mixture of 50.0 g (0.31 mol) of 2,4-difluoronitrobenzene II, 56.1 g (0.32 mol) of diethylmethylmalonate and 400 ml of dimethylformamide are vigorously stirred. To the stirring mixture is added 13.1 g (0.33 mol) sodium hydroxide in one portion at 25° C., cooling with ice to keep the temperature of the reaction mixture at 25°-30° C. during the first hour. Thereafter, stirring is maintained for 3.5 hours, then 800 ml of water is added, the organic layers removed, and the aqueous layer extracted w... Reactants: O=C([O-])[O-], CCCCCCCCBr, [Cu], [K+], [K+], CN(C)C=O, CCOC(=O)CCc1ccc(O)c(-c2cc(CCC(=O)OCC)ccc2O)c1. Yields the product CCCCCCCCOc1ccc(CCC(=O)OCC)cc1-c1cc(CCC(=O)OCC)ccc1O. Reaction SMILES: [C:38](=[O:39])([O-:40])[O-:41].[CH2:29]([CH2:30][CH2:31][CH2:32][CH2:33][CH2:34][CH2:35][CH3:36])[Br:37].[Cu:44].[K+:42].[K+:43].[O:45]=[CH:46][N:47]([CH3:48])[CH3:49].[OH:1][c:2]1[c:3](-[c:15]2[c:16]([OH:28])[cH:17][cH:18][c:19]([CH2:21][CH2:22][C:23](=[O:24])[O:25][CH2:26][CH3:27])[cH:20]2)[cH:4][c:5]([CH2:8][CH2:9][C:10](=[O:11])[O:12][CH2:13][CH3:14])[cH:6][cH:7]1>>[O:1]([c:2]1[c:3](-[c:15]2[c:16]([OH:28])[cH:17][cH:18][c:19]([CH2:21][CH2:22][C:23](=[O:24])[O:25][CH2:26][CH3:27])[cH:20]2)[cH:4][c:5]([CH2:8][CH2:9][C:10](=[O:11])[O:12][CH2:13][CH3:14])[cH:6][cH:7]1)[CH2:29][CH2:30][CH2:31][CH2:32][CH2:33][CH2:34][CH2:35][CH3:36]. The reactants are C(#N)C1=CC=C(C=C1)C1=CC=C(C=C1)O (4'-cyano-4-hydroxy-biphenyl), C(CCC)OC(=O)Cl (chloroformic acid n-butyl ester). The solvent is N1=CC=CC=C1 (pyridine). Product: C(OC1=CC=C(C=C1)C1=CC=C(C=C1)C#N)(OCCCC)=O (4'-cyano-4-biphenylyl n-butyl carbonate). As a reaction SMILES: [C:1]([C:3]1[CH:8]=[CH:7][C:6]([C:9]2[CH:14]=[CH:13][C:12]([OH:15])=[CH:11][CH:10]=2)=[CH:5][CH:4]=1)#[N:2].[CH2:16]([O:20][C:21](Cl)=[O:22])[CH2:17][CH2:18][CH3:19]>N1C=CC=CC=1>[C:21](=[O:22])([O:20][CH2:16][CH2:17][CH2:18][CH3:19])[O:15][C:12]1[CH:13]=[CH:14][C:9]([C:6]2[CH:5]=[CH:4][C:3]([C:1]#[N:2])=[CH:8][CH:7]=2)=[CH:10][CH:11]=1. Reported procedure: 0.390 G. of 4'-cyano-4-hydroxy-biphenyl are dissolved in 4.0 ml. of absolute pyridine and reacted 0.328 g. of chloroformic acid n-butyl ester as in Example 1. The 0.579 g. of colorless oil obtained according to the procedure described in Example 1 crystallizes after trituration. The crystals are dissolved in benzene and chromatographed on 40 g. of silica gel. Benzene elutes 0.521 g. of colorless crystals which are recrystallized from ether/hexane up to constant melting point and clearing point. ...